From a dataset of the Open Reaction Database (ORD), a public repository of structured organic reaction records. describe an organic reaction: reactants, conditions, products, and yield Starting materials: OO (hydrogen peroxide), C=CCCCC (1-hexene), C([O-])([O-])=O.[Na+].[Na+] (sodium carbonate), ClC=1C=C(C=CC1)NC1=NC=CC(=N1)C1=CC(=NC=C1)C#N (N-(3-chloro-phenyl)-4-(2-cyano-4-pyridyl)-2-pyrimidineamine). Solvent: CO (methanol). Reaction conditions: time 14 hour. The product is ClC=1C=C(C=CC1)NC1=NC=CC(=N1)C1=CC(=NC=C1)C(N)=O (N-(3-chloro-phenyl)-4-(2-carbamoyl-4-pyridyl)-2-pyrimidineamine). As a reaction SMILES: [Cl:1][C:2]1[CH:3]=[C:4]([NH:8][C:9]2[N:14]=[C:13]([C:15]3[CH:20]=[CH:19][N:18]=[C:17]([C:21]#[N:22])[CH:16]=3)[CH:12]=[CH:11][N:10]=2)[CH:5]=[CH:6][CH:7]=1.OO.C=CCCCC.C(=O)([O-])[O-:32].[Na+].[Na+]>CO>[Cl:1][C:2]1[CH:3]=[C:4]([NH:8][C:9]2[N:14]=[C:13]([C:15]3[CH:20]=[CH:19][N:18]=[C:17]([C:21](=[O:32])[NH2:22])[CH:16]=3)[CH:12]=[CH:11][N:10]=2)[CH:5]=[CH:6][CH:7]=1 |f:3.4.5|. Procedure: 50 mg (0.16 mmol) of N-(3-chloro-phenyl)-4-(2-cyano-4-pyridyl)-2-pyrimidineamine are suspended in 2 ml of methanol. 0.58 ml of hydrogen peroxide (30% strength), 0.16 ml of 1-hexene and 11 mg of sodium carbonate are added and the reaction mixture is stirred for 14 hours at RT. The product is isolated by filtration, washed (methanol:water=1:1) and dried at 50° under HV. N-(3-chloro-phenyl)-4-(2-carbamoyl-4-pyridyl)-2-pyrimidineamine is obtained in the form of a yellow powder; m.p. 245°-247°, Rf =0... The reactants are C1(CC1)COC1=C(C=C(C=C1)OC)C1=C2C(=NC=C1)C(=C(N2)C)C(=O)OCC (ethyl 7-[2-(cyclopropylmethoxy)-5-methoxyphenyl]-2-methyl-1H-pyrrolo[3,2-b]pyridine-3-carboxylate), ClCOCC[Si](C)(C)C ((2-chloromethoxy-ethyl)-trimethyl-silane). The product is C1(CC1)COC1=C(C=C(C=C1)OC)C1=C2C(=NC=C1)C(=C(N2COCC[Si](C)(C)C)C)C(=O)OCC (Ethyl 7-[2-(cyclopropylmethoxy)-5-methoxyphenyl]-2-methyl-1-{[2-(trimethylsilyl)ethoxy]methyl}-1H-pyrrolo[3,2-b]pyridine-3-carboxylate). Reaction SMILES: [CH:1]1([CH2:4][O:5][C:6]2[CH:11]=[CH:10][C:9]([O:12][CH3:13])=[CH:8][C:7]=2[C:14]2[CH:19]=[CH:18][N:17]=[C:16]3[C:20]([C:24]([O:26][CH2:27][CH3:28])=[O:25])=[C:21]([CH3:23])[NH:22][C:15]=23)[CH2:3][CH2:2]1.Cl[CH2:30][O:31][CH2:32][CH2:33][Si:34]([CH3:37])([CH3:36])[CH3:35]>>[CH:1]1([CH2:4][O:5][C:6]2[CH:11]=[CH:10][C:9]([O:12][CH3:13])=[CH:8][C:7]=2[C:14]2[CH:19]=[CH:18][N:17]=[C:16]3[C:20]([C:24]([O:26][CH2:27][CH3:28])=[O:25])=[C:21]([CH3:23])[N:22]([CH2:30][O:31][CH2:32][CH2:33][Si:34]([CH3:37])([CH3:36])[CH3:35])[C:15]=23)[CH2:3][CH2:2]1. Procedure: Starting from ethyl 7-[2-(cyclopropylmethoxy)-5-methoxyphenyl]-2-methyl-1H-pyrrolo[3,2-b]pyridine-3-carboxylate (example D.a5) and commercially available (2-chloromethoxy-ethyl)-trimethyl-silane the title compound is prepared as pale yellow viscous oil. Reactants: C(C)(C)(C)OC(N[C@@H](C(=O)N1[C@@H](CCCC1)C(NC1=CC=C(C=C1)C#CC=1C(=NN(C1)CCO)C1=C(C=CC(=C1)Cl)O)=O)C1=CC=CC=C1)=O ([2-(2(S)-{4-[3-(5-Chloro-2-hydroxy-phenyl)-1-(2-hydroxy-ethyl)-1H-pyrazol-4-ylethynyl]-phenylcarbamoyl}-piperidin-1-yl)-2-oxo-1(R)-phenyl-ethyl]-carbamic acid tert-butyl ester), ClC=1C=CC(=C(C1)C1=NN(C=C1C#CC1=CC=C(C=C1)NC(=O)C1NCCOC1)CCO)O (Morpholine-3(R,S)-carboxylic acid {4-[3-(5-chloro-2-hydroxy-phenyl)-1-(2-hydroxy-ethyl)-1H-pyrazol-4-ylethynyl]-phenyl}-amide), N([C@H](C1=CC=CC=C1)C(=O)O)C(=O)OC(C)(C)C (BOC-D-Phg-OH). Yields the product C(C)(C)(C)OC(N[C@@H](C(=O)N1C(COCC1)C(NC1=CC=C(C=C1)C#CC=1C(=NN(C1)CCO)C1=C(C=CC(=C1)Cl)O)=O)C1=CC=CC=C1)=O ([2-(3(R,S)-{4-[3-(5-Chloro-2-hydroxy-phenyl)-1-(2-hydroxy-ethyl)-1H-pyrazol-4-ylethynyl]-phenylcarbamoyl}-morpholin-4-yl)-2-oxo-1(R)-phenyl-ethyl]-carbamic acid tert-butyl ester). RXN SMILES: [C:1]([O:5][C:6](=[O:50])[NH:7][C@H:8]([C:44]1[CH:49]=[CH:48][CH:47]=[CH:46][CH:45]=1)[C:9]([N:11]1[CH2:16][CH2:15]C[CH2:13][C@H:12]1[C:17](=[O:43])[NH:18][C:19]1[CH:24]=[CH:23][C:22]([C:25]#[C:26][C:27]2[C:28]([C:35]3[CH:40]=[C:39]([Cl:41])[CH:38]=[CH:37][C:36]=3[OH:42])=[N:29][N:30]([CH2:32][CH2:33][OH:34])[CH:31]=2)=[CH:21][CH:20]=1)=[O:10])([CH3:4])([CH3:3])[CH3:2].ClC1C=CC(O)=C(C2C(C#CC3C=CC(NC(C4COCCN4)=[O:73])=CC=3)=CN(CCO)N=2)C=1.N(C(OC(C)(C)C)=O)[C@@H](C(O)=O)C1C=CC=CC=1>>[C:1]([O:5][C:6](=[O:50])[NH:7][C@H:8]([C:44]1[CH:49]=[CH:48][CH:47]=[CH:46][CH:45]=1)[C:9]([N:11]1[CH2:16][CH2:15][O:73][CH2:13][CH:12]1[C:17](=[O:43])[NH:18][C:19]1[CH:20]=[CH:21][C:22]([C:25]#[C:26][C:27]2[C:28]([C:35]3[CH:40]=[C:39]([Cl:41])[CH:38]=[CH:37][C:36]=3[OH:42])=[N:29][N:30]([CH2:32][CH2:33][OH:34])[CH:31]=2)=[CH:23][CH:24]=1)=[O:10])([CH3:3])([CH3:2])[CH3:4]. Procedure details: Using the same procedure for the preparation of 12A, reaction of compound 17A with BOC-D-Phg-OH (11A) afforded the title compound 18A, which was purified by silica column chromatography eluting with dichloromethane/acetone (5/1, 4/1, 3/1) to give pure 18A as white powder in similar yield. 1H NMR (CDCl3, 500 MHz) δ 10.677 and 10.668 (both s, total 1H), 9.39 and 8.70 and 8.64 (all s, total 2H), 7.88 (m, 2H), 7.79 and 7.77 (both s, total 1H), 7.56 (m, 2H), 7.43 (m, 5H), 7.19 (d, 1H, J=8.5 Hz), 6.95... Starting materials: O=C1CCC(=O)N1Br, N#Cc1nn(-c2c(Cl)cc(C(F)(F)F)cc2Cl)c(N)c1-c1ccoc1, C1CCOC1. Yields the product N#Cc1nn(-c2c(Cl)cc(C(F)(F)F)cc2Cl)c(N)c1-c1ccoc1Br. RXN SMILES: [Br:26][N:27]1[C:28](=[O:29])[CH2:30][CH2:31][C:32]1=[O:33].[NH2:1][c:2]1[c:3](-[c:21]2[cH:22][o:23][cH:24][cH:25]2)[c:4]([C:19]#[N:20])[n:5][n:6]1-[c:7]1[c:8]([Cl:18])[cH:9][c:10]([C:14]([F:15])([F:16])[F:17])[cH:11][c:12]1[Cl:13].[O:34]1[CH2:35][CH2:36][CH2:37][CH2:38]1>>[NH2:1][c:2]1[c:3](-[c:21]2[c:22]([Br:26])[o:23][cH:24][cH:25]2)[c:4]([C:19]#[N:20])[n:5][n:6]1-[c:7]1[c:8]([Cl:18])[cH:9][c:10]([C:14]([F:15])([F:16])[F:17])[cH:11][c:12]1[Cl:13]. The reactants are CCc1cc(OC)c(O)cc1F, CC#N, N#Cc1ccc(F)c(F)c1, [K+], [OH-]. The product is CCc1cc(OC)c(Oc2ccc(C#N)cc2F)cc1F. RXN SMILES: [CH2:1]([CH3:2])[c:3]1[cH:4][c:5]([O:11][CH3:12])[c:6]([OH:10])[cH:7][c:8]1[F:9].[CH3:25][C:26]#[N:27].[F:13][c:14]1[cH:15][c:16]([C:17]#[N:18])[cH:19][cH:20][c:21]1[F:22].[K+:24].[OH-:23]>>[CH2:1]([CH3:2])[c:3]1[cH:4][c:5]([O:11][CH3:12])[c:6]([O:10][c:21]2[c:14]([F:13])[cH:15][c:16]([C:17]#[N:18])[cH:19][cH:20]2)[cH:7][c:8]1[F:9].